This data is from the Open Reaction Database (ORD), a public repository of structured organic reaction records. The task is: describe an organic reaction: reactants, conditions, products, and yield Starting materials: CCO, Cc1c(C(=O)O)cc(S)c2cc(-c3ccc4c(c3)C(C)(C)CCC4(C)C)ccc12. As a reaction SMILES: [CH2:30]([OH:31])[CH3:32].[SH:1][c:2]1[cH:3][c:4]([C:27](=[O:28])[OH:29])[c:5]([CH3:26])[c:6]2[cH:7][cH:8][c:9](-[c:12]3[cH:13][c:14]4[c:19]([cH:20][cH:21]3)[C:18]([CH3:22])([CH3:23])[CH2:17][CH2:16][C:15]4([CH3:24])[CH3:25])[cH:10][c:11]12>>[cH:2]1[cH:3][c:4]([C:27](=[O:28])[OH:29])[c:5]([CH3:26])[c:6]2[cH:7][cH:8][c:9](-[c:12]3[cH:13][c:14]4[c:19]([cH:20][cH:21]3)[C:18]([CH3:22])([CH3:23])[CH2:17][CH2:16][C:15]4([CH3:24])[CH3:25])[cH:10][c:11]12. Product: Cc1c(C(=O)O)ccc2cc(-c3ccc4c(c3)C(C)(C)CCC4(C)C)ccc12. Conditions: time 12 hour. The reactants are Cl.NC=1SC=C(N1)C=1SC(=CC1)CNC(C)=O (2-amino-4-(5-acetylaminomethyl-2-thienyl)thiazole hydrochloride), S(O)(O)(=O)=O (sulfuric acid). RXN SMILES: Cl.[NH2:2][C:3]1[S:4][CH:5]=[C:6]([C:8]2[S:9][C:10]([CH2:13][NH:14]C(=O)C)=[CH:11][CH:12]=2)[N:7]=1.S(=O)(=O)(O)O>O>[NH2:2][C:3]1[S:4][CH:5]=[C:6]([C:8]2[S:9][C:10]([CH2:13][NH2:14])=[CH:11][CH:12]=2)[N:7]=1 |f:0.1|. Yields the product NC=1SC=C(N1)C=1SC(=CC1)CN (2-amino-4-(5-aminomethyl-2-thienyl)thiazole). Procedure: To a suspension of 38.2 g of 2-amino-4-(5-acetylaminomethyl-2-thienyl)thiazole hydrochloride in 400 ml of water is added 56 g of concentrated sulfuric acid, and the mixture is stirred for 12 hours on a boiling water bath. The resulting mixture is cooled and the precipitated crystals are collected by filtration. A suspension of the crystals in 1 liter of water is made alkaline with potassium hydroxide and precipitated crystals are collected by filtration to give 28 g of crude crystals. The crude ... The solvent is O (water). Reactants: FC(C(=O)O)(F)F (trifluoroacetic acid), ClCCl (dichloromethane), C(C)(C)(C)OC(NC1=NC2=C(N1)C=CC(=C2)NC(C(=O)N2CCC(CC2)CC2=CC=CC=C2)=O)=O ({5-[2-(4-benzyl-piperidin-1-yl)-2-oxo-acetylamino]-1H-benzimidazol-2-yl}-carbamic acid tert-butyl ester). Conditions: temperature 20 celsius, time 48 hour. Product: FC(C(=O)O)(F)F.NC=1NC2=C(N1)C=CC(=C2)NC(C(=O)N2CCC(CC2)CC2=CC=CC=C2)=O (N-(2-Amino-3H-benzimidazol-5-yl)-2-(4-benzyl-piperidin-1-yl)-2-oxo-acetamide trifluoroacetate). The yield is 97.1%. As a reaction SMILES: [F:1][C:2]([F:7])([F:6])[C:3]([OH:5])=[O:4].ClCCl.C(OC(=O)[NH:17][C:18]1[NH:22][C:21]2[CH:23]=[CH:24][C:25]([NH:27][C:28](=[O:44])[C:29]([N:31]3[CH2:36][CH2:35][CH:34]([CH2:37][C:38]4[CH:43]=[CH:42][CH:41]=[CH:40][CH:39]=4)[CH2:33][CH2:32]3)=[O:30])=[CH:26][C:20]=2[N:19]=1)(C)(C)C>>[F:1][C:2]([F:7])([F:6])[C:3]([OH:5])=[O:4].[NH2:17][C:18]1[NH:19][C:20]2[CH:26]=[C:25]([NH:27][C:28](=[O:44])[C:29]([N:31]3[CH2:36][CH2:35][CH:34]([CH2:37][C:38]4[CH:43]=[CH:42][CH:41]=[CH:40][CH:39]=4)[CH2:33][CH2:32]3)=[O:30])[CH:24]=[CH:23][C:21]=2[N:22]=1 |f:3.4|. Reported procedure: To a solution of 5 ml of 5% trifluoroacetic acid in dichloromethane 0.8 g (1.67 mmol) of {5-[2-(4-benzyl-piperidin-1-yl)-2-oxo-acetylamino]-1H-benzimidazol-2-yl}-carbamic acid tert-butyl ester is added. The reaction mixture is stirred for 48 hours at 20° C. The precipitated crystals are filtered off and washed with dichloromethane to yield 0.8 g (97.1%) of the title compound. Melting Point: 121° C. The reactants are CC1CCC(Nc2ncc(-c3ccc(N4CCOCC4)cc3)c(OCC3CCN(C(=O)OC(C)(C)C)C3)n2)CC1, O=C(O)C(F)(F)F. The product is CC1CCC(Nc2ncc(-c3ccc(N4CCOCC4)cc3)c(OCC3CCNC3)n2)CC1. Reaction SMILES: [CH3:1][CH:2]1[CH2:3][CH2:4][CH:5]([NH:8][c:9]2[n:10][cH:11][c:12](-[c:29]3[cH:30][cH:31][c:32]([N:35]4[CH2:36][CH2:37][O:38][CH2:39][CH2:40]4)[cH:33][cH:34]3)[c:13]([O:15][CH2:16][CH:17]3[CH2:18][N:19]([C:22]([O:23][C:24]([CH3:25])([CH3:26])[CH3:27])=[O:28])[CH2:20][CH2:21]3)[n:14]2)[CH2:6][CH2:7]1.[F:41][C:42]([F:43])([F:44])[C:45]([OH:46])=[O:47]>>[CH3:1][CH:2]1[CH2:3][CH2:4][CH:5]([NH:8][c:9]2[n:10][cH:11][c:12](-[c:29]3[cH:30][cH:31][c:32]([N:35]4[CH2:36][CH2:37][O:38][CH2:39][CH2:40]4)[cH:33][cH:34]3)[c:13]([O:15][CH2:16][CH:17]3[CH2:18][NH:19][CH2:20][CH2:21]3)[n:14]2)[CH2:6][CH2:7]1.